Dataset: the Open Reaction Database (ORD), a public repository of structured organic reaction records. Task: describe an organic reaction: reactants, conditions, products, and yield Starting materials: [Al+3], [Cl-], [Cl-], [Cl-], ClCCl, O=C1C=CC(=O)O1, COc1ccccc1. The product is COc1ccc(C(=O)C=CC(=O)O)cc1. As a reaction SMILES: [Al+3:17].[Cl-:16].[Cl-:18].[Cl-:19].[Cl:20][CH2:21][Cl:22].[O:9]=[C:10]1[O:11][C:12](=[O:13])[CH:14]=[CH:15]1.[c:1]1([O:7][CH3:8])[cH:2][cH:3][cH:4][cH:5][cH:6]1>>[c:1]1([O:7][CH3:8])[cH:2][cH:3][c:4]([C:12](=[O:13])[CH:14]=[CH:15][C:10](=[O:9])[OH:11])[cH:5][cH:6]1.